This data is from the Open Reaction Database (ORD), a public repository of structured organic reaction records. The task is: describe an organic reaction: reactants, conditions, products, and yield The reactants are CCOCc1nc2cnc3ccccc3c2n1N1CCOCC1, CCOCC, CO, ClCCl, ClC(Cl)Cl, [NH4+], [OH-], O, O=C(OO)c1cccc(Cl)c1, Cc1ccc(S(=O)(=O)Cl)cc1. Yields the product CCOCc1nc2c(N)nc3ccccc3c2n1N1CCOCC1. Reaction SMILES: [CH2:1]([CH3:2])[O:3][CH2:4][c:5]1[n:6]([N:18]2[CH2:19][CH2:20][O:21][CH2:22][CH2:23]2)[c:7]2[c:8]([cH:9][n:10][c:11]3[cH:12][cH:13][cH:14][cH:15][c:16]23)[n:17]1.[CH3:52][CH2:53][O:54][CH2:55][CH3:56].[CH3:57][OH:58].[Cl:48][CH2:49][Cl:50].[Cl:59][CH:60]([Cl:61])[Cl:62].[NH4+:36].[OH-:35].[OH2:51].[OH:24][O:25][C:26]([c:27]1[cH:28][c:29]([Cl:30])[cH:31][cH:32][cH:33]1)=[O:34].[c:37]1([CH3:38])[cH:39][cH:40][c:41]([S:42]([Cl:43])(=[O:44])=[O:45])[cH:46][cH:47]1>>[CH2:1]([CH3:2])[O:3][CH2:4][c:5]1[n:6]([N:18]2[CH2:19][CH2:20][O:21][CH2:22][CH2:23]2)[c:7]2[c:8]([c:9]([NH2:36])[n:10][c:11]3[cH:12][cH:13][cH:14][cH:15][c:16]23)[n:17]1. Reactants: C(C)OC(=O)[C@@H]1N(C2=CC(=C(C=C2[C@@H](C1)NC(=O)OCC1=CC=CC=C1)OC)OC)C(=O)OC(C)CC (cis-4-Benzyloxycarbonylamino-6,7-dimethoxy-3,4-dihydro-2H-quinoline-1,2-dicarboxylic acid 2-butyl ester 1-ethyl ester). The reagents and catalysts are [Pd] (palladium on carbon). Solvent: C(C)O.C1=CCCCC1 (ethanol cyclohexene). Conditions: temperature 70 celsius. Yields the product C(C)OC(=O)[C@@H]1N(C2=CC(=C(C=C2[C@@H](C1)N)OC)OC)C(=O)OC(C)CC (cis-4-Amino-6,7-dimethoxy-3,4-dihydro-2H-quinoline-1,2-dicarboxylic acid 2-butyl ester 1-ethyl ester). Yield: 84.5%. Reaction SMILES: [CH2:1]([O:3][C:4]([C@H:6]1[CH2:15][C@@H:14]([NH:16]C(OCC2C=CC=CC=2)=O)[C:13]2[C:8](=[CH:9][C:10]([O:29][CH3:30])=[C:11]([O:27][CH3:28])[CH:12]=2)[N:7]1[C:31]([O:33][CH:34]([CH2:36][CH3:37])[CH3:35])=[O:32])=[O:5])[CH3:2]>[Pd].C(O)C.C1CCCCC=1>[CH2:1]([O:3][C:4]([C@H:6]1[CH2:15][C@@H:14]([NH2:16])[C:13]2[C:8](=[CH:9][C:10]([O:29][CH3:30])=[C:11]([O:27][CH3:28])[CH:12]=2)[N:7]1[C:31]([O:33][CH:34]([CH2:36][CH3:37])[CH3:35])=[O:32])=[O:5])[CH3:2] |f:2.3|. Procedure: cis-4-Benzyloxycarbonylamino-6,7-dimethoxy-3,4-dihydro-2H-quinoline-1,2-dicarboxylic acid 2-butyl ester 1-ethyl ester (Example 2) (800 mg), 10% palladium on carbon (800 mg), and a mixture of ethanol-cyclohexene (2:1, 60 mL) was heated to 70° C. for 2 h. The reaction mixture was cooled to room temperature, filtered through Celite®, and concentrated in vacuo. Purification by silica gel chromatography using to 5% methanol/ethyl acetate afforded the title compound (500 mg). 1H NMR (CDCl3) δ 0.9 (t, ... Reactants: CC(=O)O, N#Cc1ccc(N)cc1C(F)(F)F, O=C1C=CC(=O)O1. Yields the product N#Cc1ccc(N2C(=O)C=CC2=O)cc1C(F)(F)F. RXN SMILES: [CH3:21][C:22](=[O:23])[OH:24].[F:1][C:2]([c:3]1[cH:4][c:5]([NH2:6])[cH:7][cH:8][c:9]1[C:10]#[N:11])([F:12])[F:13].[O:14]=[C:15]1[O:16][C:17](=[O:18])[CH:19]=[CH:20]1>>[F:1][C:2]([c:3]1[cH:4][c:5]([N:6]2[C:15](=[O:14])[CH:20]=[CH:19][C:17]2=[O:16])[cH:7][cH:8][c:9]1[C:10]#[N:11])([F:12])[F:13]. Starting materials: [BH3-]C#N, CCCCCCCCCCCCNS(=O)(=O)c1ccc(CN)s1, [Na+], O=C1CCCC1, CN(C)C=O. The product is CCCCCCCCCCCCNS(=O)(=O)c1ccc(CNC2CCCC2)s1. As a reaction SMILES: [C:30]([BH3-:31])#[N:32].[NH2:1][CH2:2][c:3]1[cH:4][cH:5][c:6]([S:8](=[O:9])(=[O:10])[NH:11][CH2:12][CH2:13][CH2:14][CH2:15][CH2:16][CH2:17][CH2:18][CH2:19][CH2:20][CH2:21][CH2:22][CH3:23])[s:7]1.[Na+:33].[O:24]=[C:25]1[CH2:26][CH2:27][CH2:28][CH2:29]1.[O:34]=[CH:35][N:36]([CH3:37])[CH3:38]>>[NH:1]([CH2:2][c:3]1[cH:4][cH:5][c:6]([S:8](=[O:9])(=[O:10])[NH:11][CH2:12][CH2:13][CH2:14][CH2:15][CH2:16][CH2:17][CH2:18][CH2:19][CH2:20][CH2:21][CH2:22][CH3:23])[s:7]1)[CH:25]1[CH2:26][CH2:27][CH2:28][CH2:29]1.